This data is from the Open Reaction Database (ORD), a public repository of structured organic reaction records. The task is: describe an organic reaction: reactants, conditions, products, and yield Starting materials: C(C1=CC=CC=C1)(=O)Cl (benzoyl chloride), C(CC(=O)N[C@@H](CS)C(=O)NCC(=O)O)[C@@H](C(=O)O)N (L-glutathione reduced). Run in CC(=O)C.O (acetone water). The product is N[C@@H](CCC(=O)N[C@@H](CSC(C1=CC=CC=C1)=O)C(=O)NCC(=O)O)C(=O)O (γ-L-glutamyl-S-benzoyl-L-cysteinyl-glycine). Yield: 78.0%. Reaction SMILES: [C:1](Cl)(=[O:8])[C:2]1[CH:7]=[CH:6][CH:5]=[CH:4][CH:3]=1.[CH2:10]([C@H:25]([NH2:29])[C:26]([OH:28])=[O:27])[CH2:11][C:12]([NH:14][C@H:15]([C:18]([NH:20][CH2:21][C:22]([OH:24])=[O:23])=[O:19])[CH2:16][SH:17])=[O:13]>CC(C)=O.O>[NH2:29][C@H:25]([C:26]([OH:28])=[O:27])[CH2:10][CH2:11][C:12]([NH:14][C@H:15]([C:18]([NH:20][CH2:21][C:22]([OH:24])=[O:23])=[O:19])[CH2:16][S:17][C:1](=[O:8])[C:2]1[CH:7]=[CH:6][CH:5]=[CH:4][CH:3]=1)=[O:13] |f:2.3|. Reported procedure: Using in the procedure of Example 1 benzoyl chloride in place of pivaloyl chloride, L-glutathione reduced (15.4 g) affords a crude white solid which is suspended in boiling acetone/water (3/1; 400 ml) for thirty minutes. After cooling at room temperature the white precipitate is collected by filtration and washed with acetone (20 ml). Under vacuum drying yields γ-L-glutamyl-S-benzoyl-L-cysteinyl-glycine (16 g yield=78%). Starting materials: ClCCl, COc1cc2c(=O)n(COC(=O)C(C)(C)C)cnc2cc1OCC1CCN(C(=O)OC(C)(C)C)CC1, CC(C)O, Cl. The product is COc1cc2c(=O)n(COC(=O)C(C)(C)C)cnc2cc1OCC1CCNCC1, Cl. Reaction SMILES: [CH2:38]([Cl:39])[Cl:40].[CH3:1][O:2][c:3]1[cH:4][c:5]2[c:6](=[O:36])[n:7]([CH2:28][O:29][C:30]([C:31]([CH3:32])([CH3:33])[CH3:34])=[O:35])[cH:8][n:9][c:10]2[cH:11][c:12]1[O:13][CH2:14][CH:15]1[CH2:16][CH2:17][N:18]([C:21]([O:22][C:23]([CH3:24])([CH3:25])[CH3:26])=[O:27])[CH2:19][CH2:20]1.[CH:41]([OH:42])([CH3:43])[CH3:44].[ClH:37]>>[CH3:1][O:2][c:3]1[cH:4][c:5]2[c:6](=[O:36])[n:7]([CH2:28][O:29][C:30]([C:31]([CH3:32])([CH3:33])[CH3:34])=[O:35])[cH:8][n:9][c:10]2[cH:11][c:12]1[O:13][CH2:14][CH:15]1[CH2:16][CH2:17][NH:18][CH2:19][CH2:20]1.[ClH:37]. Reactants: COC=1C=C2C=CN=C(C2=CC1OC)Cl (6,7-Dimethoxy-1-chloroisoquinoline), COC1=C(CN)C=CC=C1 (2-methoxybenzylamine). Run in C(Cl)(Cl)Cl (chloroform). Run at time 1.5 hour. The product is Cl.COC1=C(C=CC=C1)CNC1=NC=CC2=CC(=C(C=C12)OC)OC (1-[(2-Methoxyphenylmethyl)amino]-6,7-dimethoxyisoquinoline hydrochloride), hydrochloride salt. RXN SMILES: [CH3:1][O:2][C:3]1[CH:4]=[C:5]2[C:10](=[CH:11][C:12]=1[O:13][CH3:14])[C:9]([Cl:15])=[N:8][CH:7]=[CH:6]2.[CH3:16][O:17][C:18]1[CH:25]=[CH:24][CH:23]=[CH:22][C:19]=1[CH2:20][NH2:21]>C(Cl)(Cl)Cl>[ClH:15].[CH3:16][O:17][C:18]1[CH:25]=[CH:24][CH:23]=[CH:22][C:19]=1[CH2:20][NH:21][C:9]1[C:10]2[C:5](=[CH:4][C:3]([O:2][CH3:1])=[C:12]([O:13][CH3:14])[CH:11]=2)[CH:6]=[CH:7][N:8]=1 |f:3.4|. Procedure details: 6,7-Dimethoxy-1-chloroisoquinoline (J. Am. Pharm. Assoc., Sci. Ed. (1952), 41, 643-50; C.A. 47, 11205d.) (1.0 gm, 0.00447 mol) and 2-methoxybenzylamine (1.22 gm, 0.00894 mol) were mixed at room temperature and heated, with stirring, in an oil-bath at 140° for 1.5 hours. After cooling the mixture was dissolved in chloroform and the solution washed with saturated NaHCO3 solution and water, dried and evaporated. The resulting oil was chromatographed on silica gel, using chloroform as eluent. Fracti... Reactants: O (water), C(#N)[BH3-].[Na+] (sodium cyanoborohydride), C(C)(=O)[O-].[NH4+] (ammonium acetate), COC=1C=CC=C2CCC(CC12)=O (8-methoxy-2-tetralone). Solvent: CO (methanol). Reaction conditions: time 89 hour. Yields the product C(C)(=O)NC1CC2=C(C=CC=C2CC1)OC (2-Acetylamino-8-methoxytetraline). The yield is 126.4%. As a reaction SMILES: [CH3:1][O:2][C:3]1[CH:4]=[CH:5][CH:6]=[C:7]2[C:12]=1[CH2:11][C:10](=O)[CH2:9][CH2:8]2.C([BH3-])#[N:15].[Na+].[C:18]([O-:21])(=O)[CH3:19].[NH4+].O>CO>[C:18]([NH:15][CH:10]1[CH2:9][CH2:8][C:7]2[C:12](=[C:3]([O:2][CH3:1])[CH:4]=[CH:5][CH:6]=2)[CH2:11]1)(=[O:21])[CH3:19] |f:1.2,3.4|. Procedure: To a solution of 5.18 gm of 8-methoxy-2-tetralone [described in J. Chem. Soc. 2636 (1965)] dissolved in 100 ml of methanol, were added 560 mg of sodium cyanoborohydride and 4.86 gm of ammonium acetate, and the mixture was stirred for 89 hours at room temperature. The reaction mixture was ice-cooled and adjusted to below pH 1, followed by the addition of 500 ml of water. After washing with ether, the water layer was adjusted to greater than pH 10 with potassium hydroxide and extracted with ether.... Run at temperature 20 celsius, time 18 hour. Run in C(C)O (ethanol). Product: Cl.Cl.Cl.CN1CCN(CC1)CCCON (3-(4-Methyl-1-piperazinyl)propoxyamine trihydrochloride). Reaction SMILES: [CH3:1][N:2]1[CH2:7][CH2:6][N:5]([CH2:8][CH2:9][CH2:10][O:11][N:12]2C(=O)C3=CC=CC=C3C2=O)[CH2:4][CH2:3]1.[ClH:23]>C(O)C>[ClH:23].[ClH:23].[ClH:23].[CH3:1][N:2]1[CH2:3][CH2:4][N:5]([CH2:8][CH2:9][CH2:10][O:11][NH2:12])[CH2:6][CH2:7]1 |f:3.4.5.6|. Reported procedure: 3-(4-Methyl-1-piperazinyl)propoxyamine trihydrochloride may be obtained in the following manner: a solution of N-[3-(4-methyl-1-piperazinyl)propoxy]phthalimide (5.7 g) in 6 N hydrochloric acid (30 cc) is heated to reflux for 3 hours. After 18 hours' stirring at a temperature in the region of 20° C., the suspension obtained is filtered and the filtrate is concentrated to dryness under reduced pressure (20 mm Hg; 2.7 kPa) at a temperature in the region of 60° C. A crude product (6 g) is thereby ob... Starting materials: CN1CCN(CC1)CCCON1C(C=2C(C1=O)=CC=CC2)=O (N-[3-(4-methyl-1-piperazinyl)propoxy]phthalimide), Cl (hydrochloric acid). Reactants: C(C)OC(=O)N1CCC(CC1)NC=1SC2=C(N1)C=CC=C2 (4-(benzothiazol-2-ylamino)-piperidine-1-carboxylic acid ethyl ester). Run in Br (hydrobromic acid), O (water). Conditions: temperature -20 celsius. Product: S1C(=NC2=C1C=CC=C2)NC2CCNCC2 (Benzothiazol-2-yl-piperidin-4-yl-amine). RXN SMILES: C(OC([N:6]1[CH2:11][CH2:10][CH:9]([NH:12][C:13]2[S:14][C:15]3[CH:21]=[CH:20][CH:19]=[CH:18][C:16]=3[N:17]=2)[CH2:8][CH2:7]1)=O)C>Br.O>[S:14]1[C:15]2[CH:21]=[CH:20][CH:19]=[CH:18][C:16]=2[N:17]=[C:13]1[NH:12][CH:9]1[CH2:10][CH2:11][NH:6][CH2:7][CH2:8]1. Reported procedure: A solution of 4-(benzothiazol-2-ylamino)-piperidine-1-carboxylic acid ethyl ester (3.70 g, 12.0 mmol) in hydrobromic acid 48% in water (20 mL) was heated to reflux. After 18 h hydrobromic acid was removed under reduced pressure and the crude solid dissolved by vigorous stirring in hot methanol (50 mL). The obtained solution was cooled to −20° C. by which a precipitate formed that was removed by filtration. The organic phase was concentrated under reduced pressure, 4 N NaOH (100 mL) added and the...